Dataset: the Open Reaction Database (ORD), a public repository of structured organic reaction records. Task: describe an organic reaction: reactants, conditions, products, and yield The reactants are COC=1C=C2C(=CC=NC2=CC1OC)OC1=C(C=CC=C1F)C(CC)O (1-{2-[(6,7-Dimethoxy-4-quinolyl)oxy]-3-fluorophenyl}-1-propanol), O (Water). Run in CS(=O)C (dimethylsulfoxide). Conditions: time 18 hour. The product is COC=1C=C2C(=CC=NC2=CC1OC)OC1=C(C=CC=C1F)C(CC)=O (1-{2-[(6,7-Dimethoxy-4-quinolyl)oxy]-3-fluorophenyl}-1-propanone). The yield is 1.0%. As a reaction SMILES: [CH3:1][O:2][C:3]1[CH:4]=[C:5]2[C:10](=[CH:11][C:12]=1[O:13][CH3:14])[N:9]=[CH:8][CH:7]=[C:6]2[O:15][C:16]1[C:21]([F:22])=[CH:20][CH:19]=[CH:18][C:17]=1[CH:23]([OH:26])[CH2:24][CH3:25].O>CS(C)=O>[CH3:1][O:2][C:3]1[CH:4]=[C:5]2[C:10](=[CH:11][C:12]=1[O:13][CH3:14])[N:9]=[CH:8][CH:7]=[C:6]2[O:15][C:16]1[C:21]([F:22])=[CH:20][CH:19]=[CH:18][C:17]=1[C:23](=[O:26])[CH2:24][CH3:25]. Procedure: 1-{2-[(6,7-Dimethoxy-4-quinolyl)oxy]-3-fluorophenyl}-1-propanol was dissolved in anhydrous dimethylsulfoxide (1 ml). Sulfur trioxide trimethylamine complex (70 mg) was added to the solution at 0° C., and the mixture was stirred at room temperature for 18 hr. Water (1 ml) was added dropwise to the reaction solution to stop the reaction. The reaction solution was extracted with ethyl acetate, and the ethyl acetate layer was then washed with water and saturated brine and was dried over anhydrous so... Reactants: O=C(Cl)OCc1ccccc1, Cc1ccccc1, O=Cc1ccccc1, NCC1CCNCC1. Yields the product NCC1CCN(C(=O)OCc2ccccc2)CC1. Reaction SMILES: [CH2:17]([c:18]1[cH:19][cH:20][cH:21][cH:22][cH:23]1)[O:24][C:25](=[O:26])[Cl:27].[CH3:28][c:29]1[cH:30][cH:31][cH:32][cH:33][cH:34]1.[CH:9]([c:10]1[cH:11][cH:12][cH:13][cH:14][cH:15]1)=[O:16].[NH2:1][CH2:2][CH:3]1[CH2:4][CH2:5][NH:6][CH2:7][CH2:8]1>>[NH2:1][CH2:2][CH:3]1[CH2:4][CH2:5][N:6]([C:25]([O:24][CH2:17][c:18]2[cH:19][cH:20][cH:21][cH:22][cH:23]2)=[O:26])[CH2:7][CH2:8]1.